Dataset: the Open Reaction Database (ORD), a public repository of structured organic reaction records. Task: describe an organic reaction: reactants, conditions, products, and yield The reactants are ClCCl (Dichloromethane), ClC=1C=C(C(=O)OO)C=CC1 (3-chloroperoxybenzoic acid), C(=O)(OCC1=CC=CC=C1)N[C@H](C=C)CC(C)C ((3S)-3-carbobenzoxyamino-5-methyl-1-hexene). The solvent is C(Cl)(Cl)Cl (chloroform), C(Cl)(Cl)Cl (chloroform). Reaction conditions: time 16 hour. Product: C(=O)(OCC1=CC=CC=C1)N[C@H](C1CO1)CC(C)C ((3S)-3-carbobenzoxyamino-5-methyl-1,2-epoxyhexane). Yield: 44.3%. As a reaction SMILES: ClC1C=C(C=CC=1)C(OO)=[O:6].[C:12]([NH:22][C@@H:23]([CH2:26][CH:27]([CH3:29])[CH3:28])[CH:24]=[CH2:25])([O:14][CH2:15][C:16]1[CH:21]=[CH:20][CH:19]=[CH:18][CH:17]=1)=[O:13].ClCCl>C(Cl)(Cl)Cl>[C:12]([NH:22][C@@H:23]([CH2:26][CH:27]([CH3:29])[CH3:28])[CH:24]1[O:6][CH2:25]1)([O:14][CH2:15][C:16]1[CH:17]=[CH:18][CH:19]=[CH:20][CH:21]=1)=[O:13]. Reported procedure: To a solution of 600 mg of 3-chloroperoxybenzoic acid in 5 ml of dry chloroform was added a solution of 850 mg of (3S)-3-carbobenzoxyamino-5-methyl-1-hexene in 5 ml of dry chloroform under ice-cooling, and the mixture was stirred for 16 hours. Dichloromethane was added to the reaction mixture, and the mixture was successively washed with an aqueous sodium thiosulfate solution, a 5% aqueous sodium bicarbonate solution and a saturated sodium chloride aqueous solution, dried over anhydrous magnesiu...